Dataset: the Open Reaction Database (ORD), a public repository of structured organic reaction records. Task: describe an organic reaction: reactants, conditions, products, and yield Starting materials: C(C)OC([C@H](CC1=CC=C(C=C1)OCC(=O)O)OC)=O ((2S)-3-(4-carboxymethoxy-phenyl)-2-methoxy-propionic acid ethyl ester), C1(=CC=CC2=CC=CC=C12)C(C)N (1-naphthalen-1-yl-ethylamine), C(C)O[C@H](C(=O)O)CC1=CC=C(C=C1)O[C@H](C)C(NCCC1=CC=C(C=C1)OC1=CC=CC=C1)=O ((2S,1R)-2-ethoxy-3-(4-{1-[2-(4-phenoxy-phenyl)-ethylcarbamoyl]-ethoxy}-phenyl)-propionic acid). Yields the product CO[C@H](C(=O)O)CC1=CC=C(C=C1)OCC(NC(C)C1=CC=CC2=CC=CC=C12)=O ((2S)-2-methoxy-3-{4-[(1-naphthalen-1-yl-ethylcarbamoyl)-methoxy]-phenyl}-propionic acid). As a reaction SMILES: C([O:3][C:4](=[O:20])[C@@H:5]([O:18][CH3:19])[CH2:6][C:7]1[CH:12]=[CH:11][C:10]([O:13][CH2:14][C:15]([OH:17])=O)=[CH:9][CH:8]=1)C.[C:21]1([CH:31]([NH2:33])[CH3:32])[C:30]2[C:25](=[CH:26][CH:27]=[CH:28][CH:29]=2)[CH:24]=[CH:23][CH:22]=1.C(O[C@@H](CC1C=CC(O[C@@H](C(=O)NCCC2C=CC(OC3C=CC=CC=3)=CC=2)C)=CC=1)C(O)=O)C>>[CH3:19][O:18][C@@H:5]([CH2:6][C:7]1[CH:8]=[CH:9][C:10]([O:13][CH2:14][C:15](=[O:17])[NH:33][CH:31]([C:21]2[C:30]3[C:25](=[CH:26][CH:27]=[CH:28][CH:29]=3)[CH:24]=[CH:23][CH:22]=2)[CH3:32])=[CH:11][CH:12]=1)[C:4]([OH:3])=[O:20]. Reported procedure: The title compound was prepared from (2S)-3-(4-carboxymethoxy-phenyl)-2-methoxy-propionic acid ethyl ester (PREPARATION 3, step 2) and 1-naphthalen-1-yl-ethylamine via the same procedure used for the preparation of (2S,1R)-2-ethoxy-3-(4-{1-[2-(4-phenoxy-phenyl)-ethylcarbamoyl]-ethoxy}-phenyl)-propionic acid (Example 1, step 3) to produce a colorless oil. MS (ES) for C24H25NO5 [M+H]+: 408.